This data is from the Open Reaction Database (ORD), a public repository of structured organic reaction records. The task is: describe an organic reaction: reactants, conditions, products, and yield Reactants: N1=CC(=CC=C1)C1=CC=C2CC(NC2=C1)=O (6-pyridin-3-yl-1,3-dihydroindol-2-one), OC1=C(C=O)C=CC=C1 (2-hydroxybenzaldehyde), N1CCCCC1 (piperidine). Run in C(C)O (ethanol). Conditions: time 8 hour. Product: OC1=C(C=C2C(NC3=CC(=CC=C23)C=2C=NC=CC2)=O)C=CC=C1 (3-(2-hydroxybenzylidene)-6-pyridin-3-yl-1,3-dihydroindol-2-one). Yield: 63.6%. Reaction SMILES: [N:1]1[CH:6]=[CH:5][CH:4]=[C:3]([C:7]2[CH:15]=[C:14]3[C:10]([CH2:11][C:12](=[O:16])[NH:13]3)=[CH:9][CH:8]=2)[CH:2]=1.[OH:17][C:18]1[CH:25]=[CH:24][CH:23]=[CH:22][C:19]=1[CH:20]=O.N1CCCCC1>C(O)C>[OH:17][C:18]1[CH:25]=[CH:24][CH:23]=[CH:22][C:19]=1[CH:20]=[C:11]1[C:10]2[C:14](=[CH:15][C:7]([C:3]3[CH:2]=[N:1][CH:6]=[CH:5][CH:4]=3)=[CH:8][CH:9]=2)[NH:13][C:12]1=[O:16]. Reported procedure: A mixture of 6-pyridin-3-yl-1,3-dihydroindol-2-one (100 mg, 0.5 mmol), 2-hydroxybenzaldehyde (60 mg, 0.5 mmol) and piperidine (0.23 mL) in ethanol (4 mL) was heated to reflux and stirred overnight. The reaction mixture was concentrated and column chromatographed (eluant—isopropanol/dichloromethane) to give 100 mg (64%) of 3-(2-hydroxybenzylidene)-6-pyridin-3-yl-1,3-dihydroindol-2-one as a yellow solid. Starting materials: C(CC)(=O)NC=1C=C(N)C=CC1 (3-Propionylaminoaniline), C1(=CC=C(C=C1)S(=O)(=O)OCCCCCCC)C (n-heptyl p-toluenesulfonate), C([O-])([O-])=O.[Na+].[Na+] (sodium carbonate). The solvent is COCCO (methyl cellosolve). Yields the product C(CC)(=O)NC=1C=C(NCCCCCCC)C=CC1 (3-propionylamino-N-heptylaniline). Reaction SMILES: [C:1]([NH:5][C:6]1[CH:7]=[C:8]([CH:10]=[CH:11][CH:12]=1)[NH2:9])(=[O:4])[CH2:2][CH3:3].[C:13]1([CH3:30])[CH:18]=[CH:17][C:16](S(OCCCCCCC)(=O)=O)=[CH:15][CH:14]=1.C(=O)([O-])[O-].[Na+].[Na+]>COCCO>[C:1]([NH:5][C:6]1[CH:7]=[C:8]([CH:10]=[CH:11][CH:12]=1)[NH:9][CH2:30][CH2:13][CH2:14][CH2:15][CH2:16][CH2:17][CH3:18])(=[O:4])[CH2:2][CH3:3] |f:2.3.4|. Procedure details: 3-Propionylaminoaniline (16.4 parts) was reacted with n-heptyl p-toluenesulfonate (27 parts) at 100° C. for 4 hours in methyl cellosolve (200 parts) in the presence of anhydrous sodium carbonate (5.3 parts) to obtain 3-propionylamino-N-heptylaniline. Thereafter, reaction was further continued at 100° to 110° C. for 4 hours with addition of n-amyl p-toluenesulfonate (24.2 parts) and anhydrous sodium carbonate (5.3 parts) to obtain 3-propionylamino-N-n-heptyl-N-n-pentylaniline (coupling component)... The product is NCCCNCCCCNC(=O)C(O)C(O)C(=O)O. RXN SMILES: [BH4-:20].[C:1](#[N:2])[CH2:3][CH2:4][NH:5][CH2:6][CH2:7][CH2:8][CH2:9][NH:10][C:11]([CH:12]([OH:13])[CH:14]([OH:15])[C:16](=[O:17])[OH:18])=[O:19].[CH3:24][OH:25].[ClH:23].[Na+:21].[OH2:22]>>[CH2:1]([NH2:2])[CH2:3][CH2:4][NH:5][CH2:6][CH2:7][CH2:8][CH2:9][NH:10][C:11]([CH:12]([OH:13])[CH:14]([OH:15])[C:16](=[O:17])[OH:18])=[O:19]. Reactants: [BH4-], N#CCCNCCCCNC(=O)C(O)C(O)C(=O)O, CO, Cl, [Na+], O. Reactants: ice water, C(\C=C/C(=O)O)(=O)O (maleic acid), ClC1=CC=C2C(=C1)NCC21CCN(CC1)C (6-chloro-1'-methylspiro[indoline-3,4'-piperidine]), [H-].[Na+] (sodium hydride), FC1=C(C=CC=C1)F (0-difluorobenzene). Solvent: CCOCC (ether), CS(=O)C (dimethylsulfoxide). Conditions: temperature 60 celsius, time 30 minute. The product is C(\C=C/C(=O)O)(=O)O.ClC1=CC=C2C(=C1)N(CC21CCN(CC1)C)C1=C(C=CC=C1)F (6-chloro-1-(2-fluorophenyl)-1'-methylspiro[indoline-3,4'-piperidine] maleate). RXN SMILES: [Cl:1][C:2]1[CH:7]=[C:6]2[NH:8][CH2:9][C:10]3([CH2:15][CH2:14][N:13]([CH3:16])[CH2:12][CH2:11]3)[C:5]2=[CH:4][CH:3]=1.[H-].[Na+].[F:19][C:20]1[CH:25]=[CH:24][CH:23]=[CH:22][C:21]=1F.[C:27]([OH:34])(=[O:33])/[CH:28]=[CH:29]\[C:30]([OH:32])=[O:31]>CCOCC.CS(C)=O>[C:27]([OH:34])(=[O:33])/[CH:28]=[CH:29]\[C:30]([OH:32])=[O:31].[Cl:1][C:2]1[CH:7]=[C:6]2[N:8]([C:21]3[CH:22]=[CH:23][CH:24]=[CH:25][C:20]=3[F:19])[CH2:9][C:10]3([CH2:15][CH2:14][N:13]([CH3:16])[CH2:12][CH2:11]3)[C:5]2=[CH:4][CH:3]=1 |f:1.2,7.8|. Reported procedure: A mixture of 6.3 g of 6-chloro-1'-methylspiro[indoline-3,4'-piperidine], Example 23b, 1.5 g of sodium hydride, 10 g of 0-difluorobenzene and 50 ml of dimethylsulfoxide is stirred at 60° C. under nitrogen for 30 minutes. Thereafter, the mixture is permitted to cool before adding ice-water. The biphasic mixture is extracted thrice with ether. The combined ether extracts are extracted with a large excess of dilute hydrochloric acid. The acidic extract is basified with concentrated ammonium hydroxid... The reactants are CCCOc1cncc(Br)c1, CC(C)(C)OC(=O)N1CC2CNCC2C1. Yields the product CCCOc1cncc(N2CC3CN(C(=O)OC(C)(C)C)CC3C2)c1. RXN SMILES: [Br:16][c:17]1[cH:18][n:19][cH:20][c:21]([O:23][CH2:24][CH2:25][CH3:26])[cH:22]1.[CH2:1]1[N:2]([C:9](=[O:10])[O:11][C:12]([CH3:13])([CH3:14])[CH3:15])[CH2:3][CH:4]2[CH:5]1[CH2:6][NH:7][CH2:8]2>>[CH2:1]1[N:2]([C:9](=[O:10])[O:11][C:12]([CH3:13])([CH3:14])[CH3:15])[CH2:3][CH:4]2[CH:5]1[CH2:6][N:7]([c:17]1[cH:18][n:19][cH:20][c:21]([O:23][CH2:24][CH2:25][CH3:26])[cH:22]1)[CH2:8]2. Reactants: [Na] (sodium), CC(=O)C1=NC(=NC(=C1C1=CC=C(C=C1)Cl)N)N ([2,6-diamino-5-(p-chlorophenyl)-4-pyrimidinyl] methyl ketone), Cl.CNO (N-methyl hydroxylamine hydrochloride). The solvent is alcohol. Yields the product CC(=[N+]([O-])C)C1=NC(=NC(=C1C1=CC=C(C=C1)Cl)N)N (α-methyl-α-[2,6-diamino-5-(p-chlorophenyl)-4-pyrimidinyl]-N-methylnitrone). RXN SMILES: [Na].[CH3:2][C:3]([C:5]1[C:10]([C:11]2[CH:16]=[CH:15][C:14]([Cl:17])=[CH:13][CH:12]=2)=[C:9]([NH2:18])[N:8]=[C:7]([NH2:19])[N:6]=1)=O.Cl.[CH3:21][NH:22][OH:23]>>[CH3:2][C:3]([C:5]1[C:10]([C:11]2[CH:16]=[CH:15][C:14]([Cl:17])=[CH:13][CH:12]=2)=[C:9]([NH2:18])[N:8]=[C:7]([NH2:19])[N:6]=1)=[N+:22]([CH3:21])[O-:23] |f:2.3,^1:0|. Procedure details: To a solution of sodium metal (0.6 g.) in absolute alcohol (20 ml.) was added [2,6-diamino-5-(p-chlorophenyl)-4-pyrimidinyl] methyl ketone (2.0 g.) and N-methyl hydroxylamine hydrochloride (1.2 g.), and the mixture was refluxed together for 5 hours. After removal of ethanol, the residue was filtered and recrystallized from ethanol-chloroform to give α-methyl-α-[2,6-diamino-5-(p-chlorophenyl)-4-pyrimidinyl]-N-methylnitrone as a white solid, m.p. 306°-309° (decomposition). The reactants are CC(=O)OI1(C=2C=CC=CC2C(=O)O1)(OC(=O)C)OC(=O)C (Dess-Martin Periodinane), FC(C=1C=C(C=C(C1)C(F)(F)F)[C@@H]1[C@@H](N(C(O1)=O)CC1=C(C=CC(=C1)C(F)(F)F)C1=CC(=CC=C1Cl)C1=C(C=C(C=C1)C(C)O)C)C)(F)F ((4S,5R)-5-[3,5-bis(trifluoromethyl)phenyl]-3-{[6′-chloro-4″-(1-hydroxyethyl)-2″-methyl-4-(trifluoromethyl)-1,1′:3′,1″-terphenyl-2-yl]methyl}-4-methyl-1,3-oxazolidin-2-one), CCOC(=O)C.CCCCCC (EtOAc hexane). Run in C(Cl)Cl (methylene chloride). Reaction conditions: time 1 hour. The product is C(C)(=O)C1=CC(=C(C=C1)C=1C=C(C(=CC1)Cl)C1=C(C=C(C=C1)C(F)(F)F)CN1C(O[C@@H]([C@@H]1C)C1=CC(=CC(=C1)C(F)(F)F)C(F)(F)F)=O)C ((4S,5R)-3-{[4″-acetyl-6′-chloro-2″-methyl-4-(trifluoromethyl)-1,1′:3′,1″-terphenyl-2-yl]methyl}-5-[3,5-bis(trifluoromethyl)phenyl]-4-methyl-1,3-oxazolidin-2-one). Reaction SMILES: CC(OI1(OC(C)=O)(OC(C)=O)OC(=O)C2C=CC=CC1=2)=O.[F:23][C:24]([F:71])([F:70])[C:25]1[CH:26]=[C:27]([C@H:35]2[O:39][C:38](=[O:40])[N:37]([CH2:41][C:42]3[CH:47]=[C:46]([C:48]([F:51])([F:50])[F:49])[CH:45]=[CH:44][C:43]=3[C:52]3[C:57]([Cl:58])=[CH:56][CH:55]=[C:54]([C:59]4[CH:64]=[CH:63][C:62]([CH:65]([OH:67])[CH3:66])=[CH:61][C:60]=4[CH3:68])[CH:53]=3)[C@H:36]2[CH3:69])[CH:28]=[C:29]([C:31]([F:34])([F:33])[F:32])[CH:30]=1.CCOC(C)=O.CCCCCC>C(Cl)Cl>[C:65]([C:62]1[CH:63]=[CH:64][C:59]([C:54]2[CH:53]=[C:52]([C:43]3[CH:44]=[CH:45][C:46]([C:48]([F:49])([F:50])[F:51])=[CH:47][C:42]=3[CH2:41][N:37]3[C@@H:36]([CH3:69])[C@@H:35]([C:27]4[CH:26]=[C:25]([C:24]([F:71])([F:70])[F:23])[CH:30]=[C:29]([C:31]([F:33])([F:34])[F:32])[CH:28]=4)[O:39][C:38]3=[O:40])[C:57]([Cl:58])=[CH:56][CH:55]=2)=[C:60]([CH3:68])[CH:61]=1)(=[O:67])[CH3:66] |f:2.3|. Procedure details: Dess-Martin Periodinane (58.3 mg, 0.137 mmol) was added to a solution of alcohol from Example 51 (82 mg, 0.115 mmol) in methylene chloride (5 ml) at room temperature. The resulting slurry was stirred at room temperature for 1 h. No starting material was seen by TLC (EtOAc/hexane 2:8). The solid was filtered. The filtrate was concentrated. The residue was purified by flash column on silica gel, eluting with EtOAc/hexane (20:80) to give the title compound as a colorless solid. 1H NMR (CDCl3, 500 M... The reactants are CSC1C(=O)Nc2c(-c3ccccc3)cccc21, C1CCOC1. The product is O=C1Cc2cccc(-c3ccccc3)c2N1. As a reaction SMILES: [CH3:1][S:2][CH:3]1[C:4](=[O:18])[NH:5][c:6]2[c:7](-[c:12]3[cH:13][cH:14][cH:15][cH:16][cH:17]3)[cH:8][cH:9][cH:10][c:11]21.[O:19]1[CH2:20][CH2:21][CH2:22][CH2:23]1>>[CH2:3]1[C:4](=[O:18])[NH:5][c:6]2[c:7](-[c:12]3[cH:13][cH:14][cH:15][cH:16][cH:17]3)[cH:8][cH:9][cH:10][c:11]21. Starting materials: ClCC=1C=NC=CC1 (3-chloromethylpyridine), O.O.O.O.O.O.N1CCNCC1 (piperazine hexahydrate). Yields the product Cl.Cl.Cl.N1=CC(=CC=C1)CN1CCNCC1 (N-(3-pyridylmethyl) piperazine trihydrochloride). Isolated yield 62.0%. As a reaction SMILES: [Cl:1][CH2:2][C:3]1[CH:4]=[N:5][CH:6]=[CH:7][CH:8]=1.O.O.O.O.O.O.[NH:15]1[CH2:20][CH2:19][NH:18][CH2:17][CH2:16]1>>[ClH:1].[ClH:1].[ClH:1].[N:5]1[CH:6]=[CH:7][CH:8]=[C:3]([CH2:2][N:15]2[CH2:20][CH2:19][NH:18][CH2:17][CH2:16]2)[CH:4]=1 |f:1.2.3.4.5.6.7,8.9.10.11|. Reported procedure: A mixture of 3-chloromethylpyridine and piperazine hexahydrate was treated according to the general preparation 1 to obtain N-(3-pyridylmethyl) piperazine trihydrochloride (62%). A mixture of the above product (3 mmol) and 2-chloro-1-phenylethanol (3.2 mmol) was treated according to the general preparation 2 to obtain the N1-(3-pyridylmethyl)-N4-phenacyl piperazine trihydrochloride (0.85 g, 2 mmol), which was reduced according to the general preparation 3 to obtain 0.61 g of the title compound, ...